Dataset: the Open Reaction Database (ORD), a public repository of structured organic reaction records. Task: describe an organic reaction: reactants, conditions, products, and yield Starting materials: C(C)(C)(C)OC(=O)N1CCC(CC1)N1C2=CC=CC=C2OC=2C=C(C=CC12)C#N (4-(3-cyanophenoxazin-10-yl)-piperidine-1-carboxylic acid tert-butyl ester), C(C)(C)(C)OC(=O)N1CCC(CC1)N1C2=CC=CC=C2OC=2C=C(C=CC12)C#N (4-(3-Cyanophenoxazin-10-yl)-piperidine-1-carboxylic acid tert-butyl ester), [N-]=[N+]=[N-].[Na+] (sodium azide), [Cl-].[NH4+] (ammonium chloride). The solvent is CN(C)C=O (DMF). Reaction conditions: temperature 120 celsius. Yields the product C(C)(C)(C)OC(=O)N1CCC(CC1)N1C2=CC=CC=C2OC=2C=C(C=CC12)C1=NN=NN1 (4-[3-(1H-Tetrazol-5-yl)-phenoxazin-10-yl]-piperidine-1-carboxylic acid tert-butyl ester). As a reaction SMILES: [C:1]([O:5][C:6]([N:8]1[CH2:13][CH2:12][CH:11]([N:14]2[C:27]3[CH:26]=[CH:25][C:24]([C:28]#[N:29])=[CH:23][C:22]=3[O:21][C:20]3[C:15]2=[CH:16][CH:17]=[CH:18][CH:19]=3)[CH2:10][CH2:9]1)=[O:7])([CH3:4])([CH3:3])[CH3:2].[N-:30]=[N+:31]=[N-:32].[Na+].[Cl-].[NH4+]>CN(C=O)C>[C:1]([O:5][C:6]([N:8]1[CH2:13][CH2:12][CH:11]([N:14]2[C:27]3[CH:26]=[CH:25][C:24]([C:28]4[NH:32][N:31]=[N:30][N:29]=4)=[CH:23][C:22]=3[O:21][C:20]3[C:15]2=[CH:16][CH:17]=[CH:18][CH:19]=3)[CH2:10][CH2:9]1)=[O:7])([CH3:4])([CH3:2])[CH3:3] |f:1.2,3.4|. Reported procedure: To a solution of 4-(3-cyanophenoxazin-10-yl)-piperidine-1-carboxylic acid tert-butyl ester, 4a (0.29 g; 0.68 mmol) in DMF (7 mL) were added sodium azide (0.13 g, 2.0 mmol) and ammonium chloride (0.11 g; 2.06 mmol), and the mixture was heated at 120° C. for 16 h. The mixture was allowed to cool to rt, and filtered. The filtrate was acidified with 1N hydrochloric acid (10 mL) and extracted with ethyl acetate (3×10 mL). The combined organic layers were dried over MgSO4, filtered, and evaporated, yi... Reactants: CCOCOc1ccc(OC(C)C)c(OCOCC)c1, C1CCOC1, [Li]CCCC, CI. Product: CCOCOc1ccc(OC(C)C)c(OCOCC)c1C. As a reaction SMILES: [CH2:1]([CH3:2])[O:3][CH2:4][O:5][c:6]1[c:7]([O:17][CH:18]([CH3:19])[CH3:20])[cH:8][cH:9][c:10]([O:12][CH2:13][O:14][CH2:15][CH3:16])[cH:11]1.[CH2:28]1[O:29][CH2:30][CH2:31][CH2:32]1.[CH3:21][CH2:22][CH2:23][CH2:24][Li:25].[CH3:26][I:27]>>[CH2:1]([CH3:2])[O:3][CH2:4][O:5][c:6]1[c:7]([O:17][CH:18]([CH3:19])[CH3:20])[cH:8][cH:9][c:10]([O:12][CH2:13][O:14][CH2:15][CH3:16])[c:11]1[CH3:21].